This data is from the Open Reaction Database (ORD), a public repository of structured organic reaction records. The task is: describe an organic reaction: reactants, conditions, products, and yield Starting materials: N1=CC(=CC=C1)C1=C2CC(NC2=CC=C1)=O (4-pyridin-3-yl-1,3-dihydroindol-2-one), CC1=C(NC(=C1C(=O)N1CCN(CC1)C)C)C=O (3,5-dimethyl-4-(4-methylpiperazine-1-carbonyl)-1H-pyrrole-2-carbaldehyde), N1CCCCC1 (piperidine). Solvent: C(C)O (ethanol). Conditions: temperature 70 celsius. Product: CC1=C(NC(=C1C(=O)N1CCN(CC1)C)C)C=C1C(NC2=CC=CC(=C12)C=1C=NC=CC1)=O (3-[3,5-Dimethyl-4-(4-methylpiperazine-1-carbonyl)-1H-pyrrol-2-ylmethylene]-4-pyridin-3-yl-1,3-dihydroindol-2-one). Reaction SMILES: [N:1]1[CH:6]=[CH:5][CH:4]=[C:3]([C:7]2[CH:15]=[CH:14][CH:13]=[C:12]3[C:8]=2[CH2:9][C:10](=[O:16])[NH:11]3)[CH:2]=1.[CH3:17][C:18]1[C:22]([C:23]([N:25]2[CH2:30][CH2:29][N:28]([CH3:31])[CH2:27][CH2:26]2)=[O:24])=[C:21]([CH3:32])[NH:20][C:19]=1[CH:33]=O.N1CCCCC1>C(O)C>[CH3:17][C:18]1[C:22]([C:23]([N:25]2[CH2:26][CH2:27][N:28]([CH3:31])[CH2:29][CH2:30]2)=[O:24])=[C:21]([CH3:32])[NH:20][C:19]=1[CH:33]=[C:9]1[C:8]2[C:12](=[CH:13][CH:14]=[CH:15][C:7]=2[C:3]2[CH:2]=[N:1][CH:6]=[CH:5][CH:4]=2)[NH:11][C:10]1=[O:16]. Reported procedure: A mixture of 4-pyridin-3-yl-1,3-dihydroindol-2-one (42 mg, 0.2 mmol), 3,5-dimethyl-4-(4-methylpiperazine-1-carbonyl)-1H-pyrrole-2-carbaldehyde (50 mg, 0.2 mmol) and piperidine (0.1 mL) in ethanol was heated in a sealed tube at 70° C. for 5 hours. The reaction was concentrated and the residue was crystallized from ethyl acetate/hexane to give the title compound.